This data is from the Open Reaction Database (ORD), a public repository of structured organic reaction records. The task is: describe an organic reaction: reactants, conditions, products, and yield Starting materials: CC(=O)O[BH-](OC(C)=O)OC(C)=O, CC(=O)O, CCCC=O, CC(Cl)Cl, Nc1ccc2nc(Cl)sc2c1, [Na+], O. The product is CCCCNc1ccc2nc(Cl)sc2c1. RXN SMILES: [C:17]([O:18][BH-:19]([O:20][C:21](=[O:22])[CH3:23])[O:24][C:25](=[O:26])[CH3:27])(=[O:28])[CH3:29].[CH3:31][C:32](=[O:33])[OH:34].[CH:12]([CH2:13][CH2:14][CH3:15])=[O:16].[Cl:35][CH:36]([Cl:37])[CH3:38].[NH2:1][c:2]1[cH:3][c:4]2[c:5]([n:6][c:7]([Cl:9])[s:8]2)[cH:10][cH:11]1.[Na+:30].[OH2:39]>>[NH:1]([c:2]1[cH:3][c:4]2[c:5]([n:6][c:7]([Cl:9])[s:8]2)[cH:10][cH:11]1)[CH2:12][CH2:13][CH2:14][CH3:15]. Conditions: time 18 hour. Procedure details: 100 mg (0.21 mmol) of 2-{4-[6-(5,5,8,8-tetramethyl-5,6,7,8-tetrahydronaphthalen-2-yl)pyridin-2-yl]piperazin-1-ylmethyl}cyclopropanecarboxylic acid ethyl ester is dissolved in 4 ml of THF, and 1.05 ml (1.05 mmol) of diisobutylaluminium hydride (1.0 M in THF) are added. The reaction mixture is stirred at room temperature under nitrogen atmosphere for 18 h. Water is added to the reaction mixture, which is then briefly stirred, ethyl acetate is added, and the mixture is filtered through Celite. The ... Starting materials: C(C)(=O)OCC (ethyl acetate), C(C)OC(=O)C1C(C1)CN1CCN(CC1)C1=NC(=CC=C1)C1=CC=2C(CCC(C2C=C1)(C)C)(C)C (2-{4-[6-(5,5,8,8-tetramethyl-5,6,7,8-tetrahydronaphthalen-2-yl)pyridin-2-yl]piperazin-1-ylmethyl}cyclopropanecarboxylic acid ethyl ester), O (Water), [H-].C(C(C)C)[Al+]CC(C)C (diisobutylaluminium hydride). As a reaction SMILES: C([O:3][C:4]([CH:6]1[CH2:8][CH:7]1[CH2:9][N:10]1[CH2:15][CH2:14][N:13]([C:16]2[CH:21]=[CH:20][CH:19]=[C:18]([C:22]3[CH:31]=[CH:30][C:29]4[C:28]([CH3:33])([CH3:32])[CH2:27][CH2:26][C:25]([CH3:35])([CH3:34])[C:24]=4[CH:23]=3)[N:17]=2)[CH2:12][CH2:11]1)=O)C.[H-].C([Al+]CC(C)C)C(C)C.O.C(OCC)(=O)C>C1COCC1>[CH3:32][C:28]1([CH3:33])[CH2:27][CH2:26][C:25]([CH3:34])([CH3:35])[C:24]2[CH:23]=[C:22]([C:18]3[N:17]=[C:16]([N:13]4[CH2:12][CH2:11][N:10]([CH2:9][CH:7]5[CH2:8][CH:6]5[CH2:4][OH:3])[CH2:15][CH2:14]4)[CH:21]=[CH:20][CH:19]=3)[CH:31]=[CH:30][C:29]1=2 |f:1.2|. Product: CC1(C=2C=CC(=CC2C(CC1)(C)C)C1=CC=CC(=N1)N1CCN(CC1)CC1C(C1)CO)C ((2-{-4-[6-(5,5,8,8-Tetramethyl-5,6,7,8-tetrahydronaphthalen-2-yl)pyridin-2-yl]-piperazin-1-ylmethyl}cyclopropyl)methanol). Run in C1CCOC1 (THF).